This data is from the Open Reaction Database (ORD), a public repository of structured organic reaction records. The task is: describe an organic reaction: reactants, conditions, products, and yield Starting materials: CC(=O)[O-], COc1ccc(C=O)c(F)c1, C[N+](=O)[O-], [NH4+]. Product: COc1ccc(C=C[N+](=O)[O-])c(F)c1. Reaction SMILES: [CH3:13][C:14](=[O:15])[O-:16].[F:1][c:2]1[c:3]([CH:4]=[O:5])[cH:6][cH:7][c:8]([O:10][CH3:11])[cH:9]1.[N+:17](=[O:18])([O-:19])[CH3:20].[NH4+:12]>>[F:1][c:2]1[c:3]([CH:4]=[CH:20][N+:17](=[O:18])[O-:19])[cH:6][cH:7][c:8]([O:10][CH3:11])[cH:9]1.